This data is from the Open Reaction Database (ORD), a public repository of structured organic reaction records. The task is: describe an organic reaction: reactants, conditions, products, and yield Reactants: COC1=CC=C(C=C1)C1=C(N(C2=NC=CC=C21)CC2=CC1=C(C=C2)OCO1)C(=O)OCC (ethyl 3-(4-methoxyphenyl)-1-(3,4-methylenedioxybenzyl)-pyrrolo[2,3-b]pyridine-2-carboxylate), [OH-].[Na+] (NaOH), O (H2O). The solvent is CCO (EtOH). Product: COC1=CC=C(C=C1)C1=C(N(C2=NC=CC=C21)CC2=CC1=C(C=C2)OCO1)C(=O)O (3-(4-Methoxyphenyl)-1-(3,4-methylenedioxybenzyl)-pyrrolo[2,3-b]pyridine-2-carboxylic acid). Reaction SMILES: [CH3:1][O:2][C:3]1[CH:8]=[CH:7][C:6]([C:9]2[C:17]3[C:12](=[N:13][CH:14]=[CH:15][CH:16]=3)[N:11]([CH2:18][C:19]3[CH:24]=[CH:23][C:22]4[O:25][CH2:26][O:27][C:21]=4[CH:20]=3)[C:10]=2[C:28]([O:30]CC)=[O:29])=[CH:5][CH:4]=1.[OH-].[Na+].O>CCO>[CH3:1][O:2][C:3]1[CH:4]=[CH:5][C:6]([C:9]2[C:17]3[C:12](=[N:13][CH:14]=[CH:15][CH:16]=3)[N:11]([CH2:18][C:19]3[CH:24]=[CH:23][C:22]4[O:25][CH2:26][O:27][C:21]=4[CH:20]=3)[C:10]=2[C:28]([OH:30])=[O:29])=[CH:7][CH:8]=1 |f:1.2|. Reported procedure: A solution of ethyl 3-(4-methoxyphenyl)-1-(3,4-methylenedioxybenzyl)-pyrrolo[2,3-b]pyridine-2-carboxylate in EtOH with aqueous 1 N NaOH is stirred under an argon atmosphere first at room temperature then at reflux temperature. The reaction mixture is cooled to room temperature then poured into H2O and the solvent volume reduced in vacuo. The aqueous solution is extracted with Et2O and the Et2O extract discarded. The aqueous layer is acidified with 6 N HCl and the product extracted into EtOAc. Th... Starting materials: [H-].[Na+] (sodium hydride), COC(\C=C(\C(C)Cl)/C)=O ((E)-4-chloro-3-methyl-2-pentenoic acid methyl ester), S(C)(=O)(=O)O.NC1=NC(=NC(=C1)Cl)S (4-Amino-6-chloro-2-mercaptopyrimidine mesylate). Run in CN(C)C=O (DMF). Reaction conditions: time 15 hour. Yields the product COC(\C=C(\C(C)SC1=NC(=CC(=N1)N)Cl)/C)=O ((E)-4-[(4-Amino-6-chloro-2-pyrimidinyl)thio]-3-methyl-2-pentenoic acid methyl ester). Reaction SMILES: S(O)(=O)(=O)C.[NH2:6][C:7]1[CH:12]=[C:11]([Cl:13])[N:10]=[C:9]([SH:14])[N:8]=1.[H-].[Na+].[CH3:17][O:18][C:19](=[O:26])/[CH:20]=[C:21](\[CH3:25])/[CH:22](Cl)[CH3:23]>CN(C=O)C>[CH3:17][O:18][C:19](=[O:26])/[CH:20]=[C:21](\[CH3:25])/[CH:22]([S:14][C:9]1[N:8]=[C:7]([NH2:6])[CH:12]=[C:11]([Cl:13])[N:10]=1)[CH3:23] |f:0.1,2.3|. Reported procedure: To (E)-4-hydroxy-3-methyl-2-pentenoic acid methyl ester (1.00 g, 6.94 mmol) in methylene chloride cooled to -15° C. in a flame dried flask is added dichlorotriphenylphosphorane (2.47 g, 7.63 mmol). The reaction is warmed to ambient temperature, quenched by addition of ice (10 ml), extracted with methylene chloride (2×10 ml), washed with saline (10 ml), dried over sodium sulfate, concentrated in vacuo, and chromatographed on silica gel (230-400 mesh, 75 ml), eluting with hexane/ethyl acetate (95/...